This data is from the Open Reaction Database (ORD), a public repository of structured organic reaction records. The task is: describe an organic reaction: reactants, conditions, products, and yield Starting materials: [Al+3], [Br-], Cc1ccccc1, CC(C)[P+]1(C(C)C)Cc2ccc3ccccc3c2-c2c(ccc3ccccc23)C1, [H-], [H-], [H-], [H-], [Li+]. Product: Cc1ccc2ccccc2c1-c1c(CP(C(C)C)C(C)C)ccc2ccccc12. RXN SMILES: [Al+3:32].[Br-:1].[CH3:37][c:38]1[cH:39][cH:40][cH:41][cH:42][cH:43]1.[CH:2]([CH3:3])([CH3:4])[P+:5]1([CH:28]([CH3:29])[CH3:30])[CH2:6][c:7]2[c:8]([c:20]3[cH:21][cH:22][cH:23][cH:24][c:25]3[cH:26][cH:27]2)-[c:9]2[c:10]([cH:12][cH:13][c:14]3[cH:15][cH:16][cH:17][cH:18][c:19]23)[CH2:11]1.[H-:31].[H-:34].[H-:35].[H-:36].[Li+:33]>>[CH:2]([CH3:3])([CH3:4])[P:5]([CH2:6][c:7]1[c:8](-[c:9]2[c:10]([CH3:11])[cH:12][cH:13][c:14]3[cH:15][cH:16][cH:17][cH:18][c:19]23)[c:20]2[cH:21][cH:22][cH:23][cH:24][c:25]2[cH:26][cH:27]1)[CH:28]([CH3:29])[CH3:30]. Reactants: O=C([O-])[O-], [Cs+], [Cs+], Cc1cc(-c2cccnc2F)ccn1, O, Oc1ccc(Cc2nc3ccccc3[nH]2)cc1. Product: Cc1cc(-c2cccnc2Oc2ccc(Cc3nc4ccccc4[nH]3)cc2)ccn1. RXN SMILES: [C:32](=[O:33])([O-:34])[O-:35].[Cs+:36].[Cs+:37].[F:1][c:2]1[n:3][cH:4][cH:5][cH:6][c:7]1-[c:8]1[cH:9][c:10]([CH3:14])[n:11][cH:12][cH:13]1.[OH2:38].[nH:15]1[c:16]([CH2:24][c:25]2[cH:26][cH:27][c:28]([OH:31])[cH:29][cH:30]2)[n:17][c:18]2[c:19]1[cH:20][cH:21][cH:22][cH:23]2>>[c:2]1([O:31][c:28]2[cH:27][cH:26][c:25]([CH2:24][c:16]3[nH:15][c:19]4[c:18]([n:17]3)[cH:23][cH:22][cH:21][cH:20]4)[cH:30][cH:29]2)[n:3][cH:4][cH:5][cH:6][c:7]1-[c:8]1[cH:9][c:10]([CH3:14])[n:11][cH:12][cH:13]1. Reactants: Cc1cc(C(=O)N2CCCC2)ccc1Br, COc1ccc(CN(Cc2ccc(OC)cc2)c2ncc(-c3nc(N4CCOCC4)nc4c3CCN4)cn2)cc1, COc1ccc(CN(Cc2ccc(OC)cc2)c2ncc(-c3nc(N4CCOCC4)nc4c3CCN4c3ccc(C(=O)N4CCCC4)cc3C)cn2)cc1. Product: Cc1cc(C(=O)N2CCCC2)ccc1N1CCc2c(-c3cnc(N)nc3)nc(N3CCOCC3)nc21. Reaction SMILES: [Br:41][c:42]1[cH:43][cH:44][c:45]([C:46]([N:47]2[CH2:48][CH2:49][CH2:50][CH2:51]2)=[O:52])[cH:53][c:54]1[CH3:55].[CH3:1][O:2][c:3]1[cH:4][cH:5][c:6]([CH2:7][N:8]([CH2:9][c:10]2[cH:11][cH:12][c:13]([O:14][CH3:15])[cH:16][cH:17]2)[c:18]2[n:19][cH:20][c:21](-[c:22]3[c:23]4[c:27]([n:28][c:29]([N:30]5[CH2:31][CH2:32][O:33][CH2:34][CH2:35]5)[n:36]3)[NH:26][CH2:25][CH2:24]4)[cH:37][n:38]2)[cH:39][cH:40]1.[CH3:56][O:57][c:58]1[cH:59][cH:60][c:61]([CH2:62][N:63]([c:64]2[n:65][cH:66][c:67](-[c:70]3[c:71]4[c:72]([n:73][c:74]([N:76]5[CH2:77][CH2:78][O:79][CH2:80][CH2:81]5)[n:75]3)[N:82]([c:85]3[c:86]([CH3:98])[cH:87][c:88]([C:91](=[O:92])[N:93]5[CH2:94][CH2:95][CH2:96][CH2:97]5)[cH:89][cH:90]3)[CH2:83][CH2:84]4)[cH:68][n:69]2)[CH2:99][c:100]2[cH:101][cH:102][c:103]([O:104][CH3:105])[cH:106][cH:107]2)[cH:108][cH:109]1>>[NH2:63][c:64]1[n:65][cH:66][c:67](-[c:70]2[c:71]3[c:72]([n:73][c:74]([N:76]4[CH2:77][CH2:78][O:79][CH2:80][CH2:81]4)[n:75]2)[N:82]([c:85]2[c:86]([CH3:98])[cH:87][c:88]([C:91](=[O:92])[N:93]4[CH2:94][CH2:95][CH2:96][CH2:97]4)[cH:89][cH:90]2)[CH2:83][CH2:84]3)[cH:68][n:69]1. Reactants: C(\C=C\C)(=O)Cl (crotonyl chloride), C(C)(C)(C)C1=C(O)C(=CC(=C1)O)C(C)(C)C (2,6-di tert.butyl hydroquinone), O (water). Run in C1=CC=CC=C1 (benzene), [OH-].[Na+] (sodium hydroxide), C(C)O (ethanol). Reaction conditions: time 45 minute. Yields the product C(\C=C\C)(=O)OC1=CC(=C(C(=C1)C(C)(C)C)O)C(C)(C)C (3,5-di tert.butyl-4-hydroxyphenyl crotonate), product. RXN SMILES: [C:1]([C:5]1[CH:11]=[C:10]([OH:12])[CH:9]=[C:8]([C:13]([CH3:16])([CH3:15])[CH3:14])[C:6]=1[OH:7])([CH3:4])([CH3:3])[CH3:2].[C:17](Cl)(=[O:21])/[CH:18]=[CH:19]/[CH3:20].O>[OH-].[Na+].C(O)C.C1C=CC=CC=1>[C:17]([O:12][C:10]1[CH:11]=[C:5]([C:1]([CH3:4])([CH3:3])[CH3:2])[C:6]([OH:7])=[C:8]([C:13]([CH3:16])([CH3:15])[CH3:14])[CH:9]=1)(=[O:21])/[CH:18]=[CH:19]/[CH3:20] |f:3.4|. Procedure: 3,5-di tert.butyl-4-hydroxyphenyl crotonate was prepared by dissolving 22.2 grams of 2,6-di tert.butyl hydroquinone in a solution of 4 grams of sodium hydroxide in 100 milliliters of ethanol and adding drop wise to this solution a solution of 11.5 grams of crotonyl chloride in 50 milliliters of benzene. The addition was completed in 45 minutes. The reaction mixture was stirred for 4 hours at room temperature and then at 50° C. for 1 hour. After adding 100 milliliters of water to the reaction mix... Starting materials: C(C1=CC=CC=C1)OC(=O)N[C@@H](CC(=O)NCCNC(=O)OCC1=CC=CC=C1)CCCNC(=O)OCC1=CC=CC=C1 ((R)-3,6-bis(benzyloxycarbonylamino)-N-(2-benzyloxycarbonylaminoethyl)hexanamide), [H][H] (hydrogen). The reagents and catalysts are [C].[Pd] (palladium-carbon). Solvent: O (water), O (water), CO (methanol). The product is N[C@@H](CC(=O)NCCN)CCCN ((R)-3,6-diamino-N-(2-aminoethyl)hexanamide). Isolated yield 98.9%. RXN SMILES: C(OC([NH:11][C@H:12]([CH2:30][CH2:31][CH2:32][NH:33]C(OCC1C=CC=CC=1)=O)[CH2:13][C:14]([NH:16][CH2:17][CH2:18][NH:19]C(OCC1C=CC=CC=1)=O)=[O:15])=O)C1C=CC=CC=1.[H][H]>CO.O.[C].[Pd]>[NH2:11][C@H:12]([CH2:30][CH2:31][CH2:32][NH2:33])[CH2:13][C:14]([NH:16][CH2:17][CH2:18][NH2:19])=[O:15] |f:4.5|. Procedure details: In 180 ml of methanol were suspended 1.41 g (2.39 mmol) of (R)-3,6-bis(benzyloxycarbonylamino)-N-(2-benzyloxycarbonylaminoethyl)hexanamide. To the resulting suspension was added a suspension of 718 mg of 10% palladium-carbon in 20 ml of water. After stirring, hydrogen gas was passed through the resulting mixture at room temperature for 3 hours to effect the reaction. The palladium-corbon was filtered off from the reaction mixture obtained, and the filtrate was concentrated to dryness. The residu... Reactants: BrC1=C2C(NC=NC2=C(C(=C1)C)[N+](=O)[O-])=O (5-bromo-7-methyl-8-nitroquinazolin-4(3H)-one), O=P(Cl)(Cl)Cl (POCl3). Product: BrC1=C2C(=NC=NC2=C(C(=C1)C)[N+](=O)[O-])Cl (5-bromo-4-chloro-7-methyl-8-nitroquinazoline). As a reaction SMILES: [Br:1][C:2]1[CH:11]=[C:10]([CH3:12])[C:9]([N+:13]([O-:15])=[O:14])=[C:8]2[C:3]=1[C:4](=O)[NH:5][CH:6]=[N:7]2.O=P(Cl)(Cl)[Cl:19]>>[Br:1][C:2]1[CH:11]=[C:10]([CH3:12])[C:9]([N+:13]([O-:15])=[O:14])=[C:8]2[C:3]=1[C:4]([Cl:19])=[N:5][CH:6]=[N:7]2. Procedure details: A solution of 5-bromo-7-methyl-8-nitroquinazolin-4(3H)-one (200 mg, 0.71 mmol) in POCl3 (4 mL) was heated at reflux for 4 h. Then the reaction mixture was concentrated and the residue was co-evaporated with toluene and dried to afford 5-bromo-4-chloro-7-methyl-8-nitroquinazoline which was dissolved in THF (5 mL). Then the solution was treated with 3-(trifluoromethyl)aniline (457 mg, 2.84 mmol) and DIPEA (458 mg, 3.55 mmol) at 0° C. and the reaction mixture was stirred at rt for 12 h before it wa... Starting materials: C(#N)CC(=O)O (cyanoacetic acid), COCCCN (methoxypropylamine), [O-]C#N.[K+] (potassium cyanate), C(C)(=O)OC(C)=O (acetic anhydride), product. Yields the product COCCCNC(=O)N (3-Methoxypropyl urea). As a reaction SMILES: [CH3:1][O:2][CH2:3][CH2:4][CH2:5][NH2:6].[O-:7][C:8]#[N:9].[K+].C(CC(O)=O)#N.C(OC(=O)C)(=O)C>>[CH3:1][O:2][CH2:3][CH2:4][CH2:5][NH:6][C:8]([NH2:9])=[O:7] |f:1.2|. Procedure: 3-Methoxypropyl urea was prepared from methoxypropylamine and potassium cyanate. Seventy-six grams of this product was mixed with 43 g. of cyanoacetic acid and 100 ml. of acetic anhydride. The mixture was stirred and heated on a steam bath. When the temperature of the mixture reached 85°C., heat of reaction evolved and external cooling was applied to keep the temperature under control. After stirring for 1 hour on the steam bath, the mixture was cooled. The cyanoacetyl urea was recovered by filt... Starting materials: ClC(=O)OCC (Ethyl chloroformate), [OH-].[Na+] (sodium hydroxide), CNCC(O)C1=CC2(C3=CC=CC=C13)CCCC2 (2-methylamino-1-[spiro(cyclopentane-1,1'-indene)-3'-yl]-ethanol). The solvent is O (water), C(Cl)(Cl)Cl (chloroform). Run at temperature 10 celsius, time 2 hour. Product: CN(CC(O)C1=CC2(C3=CC=CC=C13)CCCC2)C (2-Dimethylamino-1-[spiro(cyclopentane-1,1'-indene)-3'-yl]ethanol). As a reaction SMILES: Cl[C:2](OCC)=O.[OH-].[Na+].[CH3:9][NH:10][CH2:11][CH:12]([C:14]1[C:22]2[C:17](=[CH:18][CH:19]=[CH:20][CH:21]=2)[C:16]2([CH2:26][CH2:25][CH2:24][CH2:23]2)[CH:15]=1)[OH:13]>O.C(Cl)(Cl)Cl>[CH3:9][N:10]([CH3:2])[CH2:11][CH:12]([C:14]1[C:22]2[C:17](=[CH:18][CH:19]=[CH:20][CH:21]=2)[C:16]2([CH2:26][CH2:25][CH2:24][CH2:23]2)[CH:15]=1)[OH:13] |f:1.2|. Reported procedure: Ethyl chloroformate (0.7 g) and sodium hydroxide (0.3 g) dissolved in water (10 ml) are added to 2-methylamino-1-[spiro(cyclopentane-1,1'-indene)-3'-yl]-ethanol (1.3 g) in chloroform (25 ml). The mixture is stirred vigorously for 2 hours at about 10° C. The chloroform layer is separated, washed with water and dried. The solvent is removed in vacuo and the residual crude 2-(N-ethoxycarbonyl-N-methylamino)-1-[spiro(cyclopentane-1,1'-indene)-3'-yl]ethanol is dissolved in tetrahydrofuran (75 ml) and... Reactants: ClC=1C=C(C=CC1Cl)NC=1C2=C(N=CN1)C=NC(=C2)F (N-(3,4-dichlorophenyl)-6-fluoropyrido[3,4-d]pyrimidin-4-amine), COC1=CC=C(CN)C=C1 (4-methoxybenzylamine). Solvent: CS(=O)C (DMSO), petroleum ether. Run at temperature 52 celsius, time 10 day. Yields the product ClC=1C=C(C=CC1Cl)NC=1C2=C(N=CN1)C=NC(=C2)NCC2=CC=C(C=C2)OC (N4-(3,4-dichlorophenyl)-N6-(4-methoxybenzyl)pyrido[3,4-d]pyrimidine-4,6-diamine). The yield is 63.6%. RXN SMILES: [Cl:1][C:2]1[CH:3]=[C:4]([NH:9][C:10]2[C:11]3[CH:19]=[C:18](F)[N:17]=[CH:16][C:12]=3[N:13]=[CH:14][N:15]=2)[CH:5]=[CH:6][C:7]=1[Cl:8].[CH3:21][O:22][C:23]1[CH:30]=[CH:29][C:26]([CH2:27][NH2:28])=[CH:25][CH:24]=1>CS(C)=O>[Cl:1][C:2]1[CH:3]=[C:4]([NH:9][C:10]2[C:11]3[CH:19]=[C:18]([NH:28][CH2:27][C:26]4[CH:29]=[CH:30][C:23]([O:22][CH3:21])=[CH:24][CH:25]=4)[N:17]=[CH:16][C:12]=3[N:13]=[CH:14][N:15]=2)[CH:5]=[CH:6][C:7]=1[Cl:8]. Reported procedure: A mixture of compound 204 (2.95 g, 9.55 mmol) and 4-methoxybenzylamine (12.6 mL, 95.5 mmol) in dry DMSO (20 mL) was stirred under a nitrogen atmosphere at 52° C. (bath temperature) for 10 days. The solution was then cooled and petroleum ether (200 mL) was added. It was stirred at room temperature for 10 min. The layers were allowed to separate and the petroleum ether layer was decanted. This procedure was repeated with more petroleum ether (2×200 ml). Water (200 mL) was added and the mixture was... Reactants: C1=C(C=CC2=CC=CC=C12)C(=O)NC1CC=CCC2N(C1=O)C(CCC2)C(=O)O (7-[(Naphthalene-2-carbonyl)-amino]-6-oxo-1,3,4,6,7,8,11,11a-octahydro-2H-pyrido[1,2-a]azocine-4-carboxylic acid), Cl.CN(CCCN=C=NCC)C (1-(3-dimethylaminopropyl)-3-ethyl-carbodiimide hydrochloride), CN1CCOCC1 (N-methylmorpholine), ON1N=NC2=C1C=CC=C2 (1-hydroxybenzotriazole), C(C1=CC=CC=C1)OC(CC(CO[Si](C)(C)C(C)(C)C)N)=O (3-amino-4-(tert-butyl-dimethyl-silanyloxy)-butyric acid benzyl ester). Run in O (water), C1CCOC1 (THF), C1CCOC1 (THF). Run at time 20 minute. Yields the product C(C1=CC=CC=C1)OC(CC(CO[Si](C)(C)C(C)(C)C)NC(=O)C1CCCC2N1C(C(CC=CC2)NC(=O)C2=CC1=CC=CC=C1C=C2)=O)=O (4-(tert-Butyl-dimethyl-silanyloxy)-3-({7-[(naphthalene-2-carbonyl)-amino]-6-oxo-1,3,4,6,7,8,11,11a-octahydro-2H-pyrido[1,2-a]azocine-4-carbonyl}-amino)-butyric acid benzyl ester). As a reaction SMILES: [CH:1]1[C:10]2[C:5](=[CH:6][CH:7]=[CH:8][CH:9]=2)[CH:4]=[CH:3][C:2]=1[C:11]([NH:13][CH:14]1[C:21](=[O:22])[N:20]2[CH:23]([C:27](O)=[O:28])[CH2:24][CH2:25][CH2:26][CH:19]2[CH2:18][CH:17]=[CH:16][CH2:15]1)=[O:12].Cl.CN(C)CCCN=C=NCC.CN1CCOCC1.ON1C2C=CC=CC=2N=N1.[CH2:59]([O:66][C:67](=[O:80])[CH2:68][CH:69]([NH2:79])[CH2:70][O:71][Si:72]([C:75]([CH3:78])([CH3:77])[CH3:76])([CH3:74])[CH3:73])[C:60]1[CH:65]=[CH:64][CH:63]=[CH:62][CH:61]=1>C1COCC1.O>[CH2:59]([O:66][C:67](=[O:80])[CH2:68][CH:69]([NH:79][C:27]([CH:23]1[N:20]2[C:21](=[O:22])[CH:14]([NH:13][C:11]([C:2]3[CH:3]=[CH:4][C:5]4[C:10](=[CH:9][CH:8]=[CH:7][CH:6]=4)[CH:1]=3)=[O:12])[CH2:15][CH:16]=[CH:17][CH2:18][CH:19]2[CH2:26][CH2:25][CH2:24]1)=[O:28])[CH2:70][O:71][Si:72]([C:75]([CH3:76])([CH3:77])[CH3:78])([CH3:74])[CH3:73])[C:60]1[CH:61]=[CH:62][CH:63]=[CH:64][CH:65]=1 |f:1.2|. Reported procedure: 7-[(Naphthalene-2-carbonyl)-amino]-6-oxo-1,3,4,6,7,8,11,11a-octahydro-2H-pyrido[1,2-a]azocine-4-carboxylic acid (0.44 gm) is dissolved in 15 mL THF to which 0.24 gm of 1-(3-dimethylaminopropyl)-3-ethyl-carbodiimide hydrochloride (EDC), 0.15 mL of N-methylmorpholine, and 0.17 gm of 1-hydroxybenzotriazole (HOBt) is added. The reaction mixture is stirred for 20 min then added to a solution of 3-amino-4-(tert-butyl-dimethyl-silanyloxy)-butyric acid benzyl ester (0.52 gm, prepared by methods describe...